This data is from the Open Reaction Database (ORD), a public repository of structured organic reaction records. The task is: describe an organic reaction: reactants, conditions, products, and yield Starting materials: F[B-](F)(F)F, Cc1nc(-c2ccc(C(F)(F)F)cc2)sc1C(=O)O, CCOC(C)=O, CCN(C(C)C)C(C)C, Cl, COC(=O)c1ccccc1COc1ccc(CCN)cc1, [Na+], CN(C)C=O, O=C([O-])O, CN(C)C(On1nnc2ccccc21)=[N+](C)C. Yields the product COC(=O)c1ccccc1COc1ccc(CCNC(=O)c2sc(-c3ccc(C(F)(F)F)cc3)nc2C)cc1. As a reaction SMILES: [B-:42]([F:43])([F:44])([F:45])[F:46].[CH3:1][c:2]1[n:3][c:4](-[c:10]2[cH:11][cH:12][c:13]([C:16]([F:17])([F:18])[F:19])[cH:14][cH:15]2)[s:5][c:6]1[C:7](=[O:8])[OH:9].[CH3:83][CH2:84][O:85][C:86](=[O:87])[CH3:88].[CH:64]([N:65]([CH2:66][CH3:67])[CH:68]([CH3:69])[CH3:70])([CH3:71])[CH3:72].[ClH:20].[NH2:21][CH2:22][CH2:23][c:24]1[cH:25][cH:26][c:27]([O:28][CH2:29][c:30]2[c:31]([C:32](=[O:33])[O:34][CH3:35])[cH:36][cH:37][cH:38][cH:39]2)[cH:40][cH:41]1.[Na+:73].[O:78]=[CH:79][N:80]([CH3:81])[CH3:82].[OH:74][C:75](=[O:76])[O-:77].[n:47]1([O:48][C:49]([N:50]([CH3:51])[CH3:52])=[N+:53]([CH3:54])[CH3:55])[c:56]2[cH:57][cH:58][cH:59][cH:60][c:61]2[n:62][n:63]1>>[CH3:1][c:2]1[n:3][c:4](-[c:10]2[cH:11][cH:12][c:13]([C:16]([F:17])([F:18])[F:19])[cH:14][cH:15]2)[s:5][c:6]1[C:7](=[O:9])[NH:21][CH2:22][CH2:23][c:24]1[cH:25][cH:26][c:27]([O:28][CH2:29][c:30]2[c:31]([C:32](=[O:33])[O:34][CH3:35])[cH:36][cH:37][cH:38][cH:39]2)[cH:40][cH:41]1. The reactants are OCC=C(c1ccccc1)c1ccc(Br)cc1, CCOC(=O)C(Cc1ccc(O)cc1)OCC, CCOC(=O)N=NC(=O)OCC, c1ccc(P(c2ccccc2)c2ccccc2)cc1. Yields the product CCOC(=O)C(Cc1ccc(OCC=C(c2ccccc2)c2ccc(Br)cc2)cc1)OCC. As a reaction SMILES: [Br:1][c:2]1[cH:3][cH:4][c:5]([C:8](=[CH:9][CH2:10][OH:11])[c:12]2[cH:13][cH:14][cH:15][cH:16][cH:17]2)[cH:6][cH:7]1.[CH2:37]([CH3:38])[O:39][C:40]([CH:41]([CH2:42][c:43]1[cH:44][cH:45][c:46]([OH:49])[cH:47][cH:48]1)[O:50][CH2:51][CH3:52])=[O:53].[O:54]=[C:55]([O:56][CH2:57][CH3:58])[N:59]=[N:60][C:61]([O:62][CH2:63][CH3:64])=[O:65].[c:18]1([P:19]([c:20]2[cH:21][cH:22][cH:23][cH:24][cH:25]2)[c:26]2[cH:27][cH:28][cH:29][cH:30][cH:31]2)[cH:32][cH:33][cH:34][cH:35][cH:36]1>>[Br:1][c:2]1[cH:3][cH:4][c:5]([C:8](=[CH:9][CH2:10][O:11][c:46]2[cH:45][cH:44][c:43]([CH2:42][CH:41]([C:40]([O:39][CH2:37][CH3:38])=[O:53])[O:50][CH2:51][CH3:52])[cH:48][cH:47]2)[c:12]2[cH:13][cH:14][cH:15][cH:16][cH:17]2)[cH:6][cH:7]1. RXN SMILES: [N+:1]([C:4]1[CH:9]=[CH:8][C:7]([NH:10][NH2:11])=[CH:6][CH:5]=1)([O-:3])=[O:2].[CH2:12]([CH2:14][CH2:15][CH2:16][C:17](CC([O-])=O)=[O:18])[CH3:13]>>[N+:1]([C:4]1[CH:5]=[CH:6][C:7]([N:10]2[C:17](=[O:18])[CH2:16][C:15]([CH2:14][CH2:12][CH3:13])=[N:11]2)=[CH:8][CH:9]=1)([O-:3])=[O:2]. Procedure: From the reaction of 4-nitrophenylhydrazine and ethylbutyrylacetate, 2,4-dihydro-2-(4-nitrophenyl)-5-propyl-3H-pyrazol-3-one is obtained. Subsequent reaction with 2-ethylaniline yields 4-(2-ethylanilinomethylene)-2,4-dihydro-2-(4-nitrophenyl)-5-propyl-3H-pyrazol-3-one, Mp 211° C. Reactants: [N+](=O)([O-])C1=CC=C(C=C1)NN (4-nitrophenylhydrazine), C(C)CCCC(=O)CC(=O)[O-] (ethylbutyrylacetate). Product: [N+](=O)([O-])C1=CC=C(C=C1)N1N=C(CC1=O)CCC (2,4-dihydro-2-(4-nitrophenyl)-5-propyl-3H-pyrazol-3-one). Reactants: CC(C)C(NC(=O)CI)(O[SiH](C)C)C(C(C)(C)C)C(F)(F)F, O=C(Nc1ccc(-c2ccccc2)[nH]c1=O)OCc1ccccc1, CN(C)C=O, Cl, [H-], [Na+]. The product is CC(C)C(NC(=O)Cn1c(-c2ccccc2)ccc(NC(=O)OCc2ccccc2)c1=O)(O[SiH](C)C)C(C(C)(C)C)C(F)(F)F. Reaction SMILES: [C:27]([CH3:28])([CH3:29])([CH3:30])[CH:31]([C:32]([CH:33]([CH3:34])[CH3:35])([NH:36][C:37]([CH2:38][I:39])=[O:40])[O:41][SiH:42]([CH3:43])[CH3:44])[C:45]([F:46])([F:47])[F:48].[CH2:1]([c:2]1[cH:3][cH:4][cH:5][cH:6][cH:7]1)[O:8][C:9](=[O:10])[NH:11][c:12]1[c:13](=[O:24])[nH:14][c:15](-[c:18]2[cH:19][cH:20][cH:21][cH:22][cH:23]2)[cH:16][cH:17]1.[CH3:49][N:50]([CH3:51])[CH:52]=[O:53].[ClH:54].[H-:26].[Na+:25]>>[CH2:1]([c:2]1[cH:3][cH:4][cH:5][cH:6][cH:7]1)[O:8][C:9](=[O:10])[NH:11][c:12]1[c:13](=[O:24])[n:14]([CH2:38][C:37]([NH:36][C:32]([CH:31]([C:27]([CH3:28])([CH3:29])[CH3:30])[C:45]([F:46])([F:47])[F:48])([CH:33]([CH3:34])[CH3:35])[O:41][SiH:42]([CH3:43])[CH3:44])=[O:40])[c:15](-[c:18]2[cH:19][cH:20][cH:21][cH:22][cH:23]2)[cH:16][cH:17]1. Yield: 77.0%. Starting materials: [N+](=O)([O-])C1=C(CCl)C=CC=C1 (o-nitrobenzyl chloride), NC(=S)N (thiourea), alcohol. Reaction SMILES: [N+:1]([C:4]1[CH:11]=[CH:10][CH:9]=[CH:8][C:5]=1[CH2:6][Cl:7])([O-:3])=[O:2].[NH2:12][C:13]([NH2:15])=[S:14]>ClCCCC>[ClH:7].[C:13]([S:14][CH2:6][C:5]1[CH:8]=[CH:9][CH:10]=[CH:11][C:4]=1[N+:1]([O-:3])=[O:2])(=[NH:12])[NH2:15] |f:3.4|. Procedure details: A solution of 34.3 g of o-nitrobenzyl chloride and 15.2 g of thiourea in 250 ml of #2B alcohol was refluxed for 11/2 hours. The solution was cooled to 60° and 250 ml of 1-chlorobutane added. Further cooling to 20° yielded a precipitate which was filtered, washed with 1-chlorobutane and dried at 65° to give 38.1 g of 2-nitrophenylmethyl carbamimidothioate hydrochloride, m.p. 190°-192°. Yields the product Cl.C(N)(=N)SCC1=C(C=CC=C1)[N+](=O)[O-] (2-nitrophenylmethyl carbamimidothioate hydrochloride). Solvent: ClCCCC (1-chlorobutane). The reactants are C(C)(C)(C)C1=CC=C(C=C1)S(=O)(=O)Cl (p-tert-butylbenzenesulfonyl chloride), N (NH3). The product is C1C(CCCC1)CCNS(=O)(=O)C1=CC=C(C=C1)C(C)(C)C (N-2-Cyclohexylethyl-p-tert-butylbenzenesulfonamide). Reaction SMILES: [C:1]([C:5]1[CH:10]=[CH:9][C:8]([S:11](Cl)(=[O:13])=[O:12])=[CH:7][CH:6]=1)([CH3:4])([CH3:3])[CH3:2].[NH3:15]>>[CH2:6]1[CH2:7][CH2:8][CH2:9][CH2:10][CH:5]1[CH2:1][CH2:2][NH:15][S:11]([C:8]1[CH:9]=[CH:10][C:5]([C:1]([CH3:4])([CH3:3])[CH3:2])=[CH:6][CH:7]=1)(=[O:13])=[O:12]. Procedure details: The title compound was prepared according to example 1063B, replacing p-toluenesulfonyl chloride with p-tert-butylbenzenesulfonyl chloride to afford a white crystalline solid. MS (DCI/NH3) m/e 341 (M+NH4)+. Reactants: NC1=NC(=CC(=N1)OC)C (2-amino-4-methoxy-6-methylpyrimidine), ClC1=CC=C(C=C1)S (4-chlorothiophenol), C=O (formaldehyde), C(C)(=O)O (acetic acid). The solvent is CO (methanol). The product is ClC1=CC=C(C=C1)SCNC1=NC(=CC(=N1)OC)C (2-[(4-chlorophenylthio)methylamino]-4-methoxy-6-methylpyrimidine). As a reaction SMILES: [NH2:1][C:2]1[N:7]=[C:6]([O:8][CH3:9])[CH:5]=[C:4]([CH3:10])[N:3]=1.[Cl:11][C:12]1[CH:17]=[CH:16][C:15]([SH:18])=[CH:14][CH:13]=1.C=O.[C:21](O)(=O)C>CO>[Cl:11][C:12]1[CH:17]=[CH:16][C:15]([S:18][CH2:21][NH:1][C:2]2[N:7]=[C:6]([O:8][CH3:9])[CH:5]=[C:4]([CH3:10])[N:3]=2)=[CH:14][CH:13]=1. Procedure details: A mixture of 13.99 g of 2-amino-4-methoxy-6-methylpyrimidine (0.1 mole), 14.8 g of 4-chlorothiophenol (0.1 mole), 9.4 g of aqueous 35% formaldehyde (0.11 mole) and 1 g of acetic acid are heated under reflux for 1 hour in 100 ml of methanol. The resultant solution is clarified by filtration, diluted with 150 ml of toluene and then the solvent is removed in a rotary evaporator. The residue crystallises after standing for some time. The melting point is 78°-82° after recrystallisation from hexane. ... Starting materials: ClC1=CC=C(C=N1)NS(=O)C (N-(6-chloropyridin-3-yl)methanesulfinamide), CNC (dimethylamine), Intermediate 3. Yields the product ClC1=CC=C(C=N1)N=S(=O)(N(C)C)C (N′-(6-Chloropyridin-3-yl)-N,N-dimethyl-methanesulfonimidamide). RXN SMILES: [Cl:1][C:2]1[N:7]=[CH:6][C:5]([NH:8][S:9]([CH3:11])=[O:10])=[CH:4][CH:3]=1.[CH3:12][NH:13][CH3:14]>>[Cl:1][C:2]1[N:7]=[CH:6][C:5]([N:8]=[S:9]([CH3:11])([N:13]([CH3:14])[CH3:12])=[O:10])=[CH:4][CH:3]=1. Procedure details: The title compound is prepared from N-(6-chloropyridin-3-yl)methanesulfinamide and dimethylamine following a procedure analogous to that described for Intermediate 3 (Step 2). LC (method 1): tR=0.78 min; Mass spectrum (ESI+): m/z=234 [M+H]+. Reactants: C(C)NCC=1C=C(C=CC1)C(C)=O (3′-(N-ethylaminomethyl)acetophenone), BrCC=CC#CC(C)(C)C (1-bromo-6,6-dimethyl-2-hepten-4-yn), C([O-])([O-])=O.[Na+].[Na+] (sodium carbonate), C([O-])([O-])=O.[K+].[K+] (potassium carbonate). Yields the product CC(C#C/C=C/CN(CC)CC=1C=C(C=CC1)C(C)=O)(C)C (trans-3′-[N-(6,6-Dimethyl-2-hepten-4-ynyl)-N-ethylaminomethyl]acetophenone). The yield is 62.4%. Reaction SMILES: [CH2:1]([NH:3][CH2:4][C:5]1[CH:6]=[C:7]([C:11](=[O:13])[CH3:12])[CH:8]=[CH:9][CH:10]=1)[CH3:2].C(=O)([O-])[O-].[Na+].[Na+].C(=O)([O-])[O-].[K+].[K+].Br[CH2:27][CH:28]=[CH:29][C:30]#[C:31][C:32]([CH3:35])([CH3:34])[CH3:33]>>[CH3:33][C:32]([CH3:35])([CH3:34])[C:31]#[C:30]/[CH:29]=[CH:28]/[CH2:27][N:3]([CH2:4][C:5]1[CH:6]=[C:7]([C:11](=[O:13])[CH3:12])[CH:8]=[CH:9][CH:10]=1)[CH2:1][CH3:2] |f:1.2.3,4.5.6|. Reported procedure: The procedure described in Example 13 was repeated, except that 3′-(N-ethylaminomethyl)acetophenone (1.24 g; 7 mmol), sodium carbonate (instead of potassium carbonate) (745 mg; 7 mmol), and 1-bromo-6,6-dimethyl-2-hepten-4-yn (1.41 g; 7 mmol) were used, to thereby yield 1.30 g of the target compound (yield: 62.5%).